From a dataset of the Open Reaction Database (ORD), a public repository of structured organic reaction records. describe an organic reaction: reactants, conditions, products, and yield Starting materials: COCCCBr, COC(=O)c1ccc(C(C)(C)C)c(O)c1, CC#N, [K+], [K+], O=C([O-])[O-]. The product is COCCCOc1cc(C(=O)OC)ccc1C(C)(C)C. Reaction SMILES: [CH3:16][O:17][CH2:18][CH2:19][CH2:20][Br:21].[CH3:1][O:2][C:3]([c:4]1[cH:5][c:6]([OH:14])[c:7]([C:10]([CH3:11])([CH3:12])[CH3:13])[cH:8][cH:9]1)=[O:15].[CH3:28][C:29]#[N:30].[K+:22].[K+:23].[O-:24][C:25]([O-:26])=[O:27]>>[CH3:1][O:2][C:3]([c:4]1[cH:5][c:6]([O:14][CH2:20][CH2:19][CH2:18][O:17][CH3:16])[c:7]([C:10]([CH3:11])([CH3:12])[CH3:13])[cH:8][cH:9]1)=[O:15]. Conditions: time 18 hour. The reactants are [OH-].[K+] (potassium hydroxide), [Mn](=O)(=O)(=O)[O-].[K+] (potassium permanganate), aqueous solution, S([O-])(O)=O.[Na+] (sodium bisulfite), S(O)(O)(=O)=O (sulfuric acid), C12C(CC(CC1)C2)C(=O)O (2-norbornanecarboxylic acid). Procedure: 107 g (1.63 mol) of potassium hydroxide (85%) and 85.7 g (542 mmol) of potassium permanganate were dissolved in 380 ml of water, and 37.9 g (271 mmol) of crude 2-norbornanecarboxylic acid in 380 ml of petroleum ether was added dropwise on ice cooling. After heating and refluxing for eight hours, the mixture was stirred at room temperature for 18 hours. The reaction mixture was slowly added to 544 ml of 6N sulfuric acid, to obtain acidified mixture, then 272 ml of an aqueous solution of 62.2 g of... Yields the product OC1(C2CCC(C1)C2)C(=O)O (2-hydroxy-2-norbornanecarboxylic acid). RXN SMILES: [OH-].[K+].[Mn]([O-])(=O)(=O)=O.[K+].[CH:9]12[CH2:15][CH:12]([CH2:13][CH2:14]1)[CH2:11][CH:10]2[C:16]([OH:18])=[O:17].S(=O)(=O)(O)[OH:20].S(=O)(O)[O-].[Na+]>O>[OH:20][C:10]1([C:16]([OH:18])=[O:17])[CH2:11][CH:12]2[CH2:15][CH:9]1[CH2:14][CH2:13]2 |f:0.1,2.3,6.7|. Run in O (water), petroleum ether. Reactants: C(C)(C)(C)OC(CN1C(=NC2=C1C=CC(=C2)N(S(=O)(=O)C2=CC=C(C=C2)F)CC2=CC=C(C=C2)C#N)CCC)=O ({5-[(4-Cyano-benzyl)-(4-fluoro-benzenesulfonyl)-amino]-2-propyl-benzoimidazol-1-yl}-acetic acid tert-butyl ester), C(=O)(C(F)(F)F)O (TFA). Yields the product C(#N)C1=CC=C(CN(C2=CC3=C(N(C(=N3)CCC)CC(=O)O)C=C2)S(=O)(=O)C2=CC=C(C=C2)F)C=C1 ({5-[(4-Cyano-benzyl)-(4-fluoro-benzenesulfonyl)-amino]-2-propyl-benzoimidazol-1-yl}-acetic acid). Reaction SMILES: C([O:5][C:6](=[O:40])[CH2:7][N:8]1[C:12]2[CH:13]=[CH:14][C:15]([N:17]([CH2:28][C:29]3[CH:34]=[CH:33][C:32]([C:35]#[N:36])=[CH:31][CH:30]=3)[S:18]([C:21]3[CH:26]=[CH:25][C:24]([F:27])=[CH:23][CH:22]=3)(=[O:20])=[O:19])=[CH:16][C:11]=2[N:10]=[C:9]1[CH2:37][CH2:38][CH3:39])(C)(C)C.C(O)(C(F)(F)F)=O>>[C:35]([C:32]1[CH:31]=[CH:30][C:29]([CH2:28][N:17]([S:18]([C:21]2[CH:22]=[CH:23][C:24]([F:27])=[CH:25][CH:26]=2)(=[O:19])=[O:20])[C:15]2[CH:14]=[CH:13][C:12]3[N:8]([CH2:7][C:6]([OH:40])=[O:5])[C:9]([CH2:37][CH2:38][CH3:39])=[N:10][C:11]=3[CH:16]=2)=[CH:34][CH:33]=1)#[N:36]. Reported procedure: {5-[(4-Cyano-benzyl)-(4-fluoro-benzenesulfonyl)-amino]-2-propyl-benzoimidazol-1-yl}-acetic acid tert-butyl ester was treated with TFA (2 mL) for 2 hours, concentrated, and purified by preparative LCMS to give the title compound. 1H NMR (d6-DMSO) δ7.72 (m, 4H), 7.48 (m, 4H), 7.16 (m, 2H), 6.78 (m, 1H), 4.92 (s, 2H), 4.33 (s, 2H), 2.65 (t, 2H), 1.71 (m, 2H), 0.95 (t, 3H). MS calculated for C26H23FN4O4S+H: 507, observed: 507. Starting materials: FC=1C=C(C(=O)N)C=C(C1)F (3,5-Difluorobenzamide), C1(=CC=C(C=C1)S(=O)(=O)O)C (p-toluenesulfonic acid), product, N1N=NC2=C1C=CC=C2 (benzotriazole). Product: N1(N=NC2=C1C=CC=C2)C(C(CC2=CC=CC=C2)(C)C)NC(C2=CC(=CC(=C2)F)F)=O (N-[1-(1H-1,2,3-Benzotriazol-1-yl)-2,2-dimethyl-3-phenylpropyl]3.5-difluorobenzamide). Reaction SMILES: [F:1][C:2]1[CH:3]=[C:4]([CH:8]=[C:9]([F:11])[CH:10]=1)[C:5]([NH2:7])=[O:6].[NH:12]1[C:16]2[CH:17]=[CH:18][CH:19]=[CH:20][C:15]=2[N:14]=[N:13]1.[C:21]1([CH3:31])[CH:26]=[CH:25][C:24](S(O)(=O)=O)=[CH:23][CH:22]=1>>[N:12]1([CH:3]([NH:7][C:5](=[O:6])[C:4]2[CH:3]=[C:2]([F:1])[CH:10]=[C:9]([F:11])[CH:8]=2)[C:4]([CH3:8])([CH3:5])[CH2:31][C:21]2[CH:26]=[CH:25][CH:24]=[CH:23][CH:22]=2)[C:16]2[CH:17]=[CH:18][CH:19]=[CH:20][C:15]=2[N:14]=[N:13]1. Reported procedure: 3,5-Difluorobenzamide, the product from Example 18A, benzotriazole, and p-toluenesulfonic acid were processed as described in Example 18B to provide the title compound. Reactants: C(C)OC(CC1=CC(=C(C=C1)O)OC1=C(C=C(C=C1)C(F)(F)F)CN1C(O[C@H]([C@H]1C)C1=CC=CC=C1)=O)=O ({4-hydroxy-3-[2-((4R,5S)-4-methyl-2-oxo-5-phenyl-oxazolidin-3-ylmethyl)-4-trifluoromethyl-phenoxy]-phenyl}-acetic acid ethyl ester), C([O-])([O-])=O.[Cs+].[Cs+] (cesium carbonate), ICC (iodoethane). Run in CC#N (MeCN). Run at time 8 hour. Yields the product C(C)OC(CC1=CC(=C(C=C1)OCC)OC1=C(C=C(C=C1)C(F)(F)F)CN1C(O[C@H]([C@H]1C)C1=CC=CC=C1)=O)=O ({4-Ethoxy-3-[2-((4R,5S)-4-methyl-2-oxo-5-phenyl-oxazolidin-3-ylmethyl)-4-trifluoromethyl-phenoxy]-phenyl}-acetic acid ethyl ester). As a reaction SMILES: [CH2:1]([O:3][C:4](=[O:38])[CH2:5][C:6]1[CH:11]=[CH:10][C:9]([OH:12])=[C:8]([O:13][C:14]2[CH:19]=[CH:18][C:17]([C:20]([F:23])([F:22])[F:21])=[CH:16][C:15]=2[CH2:24][N:25]2[C@H:29]([CH3:30])[C@H:28]([C:31]3[CH:36]=[CH:35][CH:34]=[CH:33][CH:32]=3)[O:27][C:26]2=[O:37])[CH:7]=1)[CH3:2].C(=O)([O-])[O-].[Cs+].[Cs+].I[CH2:46][CH3:47]>CC#N>[CH2:1]([O:3][C:4](=[O:38])[CH2:5][C:6]1[CH:11]=[CH:10][C:9]([O:12][CH2:46][CH3:47])=[C:8]([O:13][C:14]2[CH:19]=[CH:18][C:17]([C:20]([F:22])([F:23])[F:21])=[CH:16][C:15]=2[CH2:24][N:25]2[C@H:29]([CH3:30])[C@H:28]([C:31]3[CH:32]=[CH:33][CH:34]=[CH:35][CH:36]=3)[O:27][C:26]2=[O:37])[CH:7]=1)[CH3:2] |f:1.2.3|. Reported procedure: To {4-hydroxy-3-[2-((4R,5S)-4-methyl-2-oxo-5-phenyl-oxazolidin-3-ylmethyl)-4-trifluoromethyl-phenoxy]-phenyl}-acetic acid ethyl ester (0.060 g, 0.12 mmol) in MeCN (2 mL) was added cesium carbonate (0.086 g, 0.26 mmol) and iodoethane (0.02 mL, 0.26 mmol), and the reaction was stirred at room temperature overnight. After work-up with EtOAc and 10% aqueous HCl, the crude material was purified by silica gel chromatography to give the title compound. Starting materials: FC([C@@H](C=1C=NC(=CC1)NN)N1C[C@H](CC1)NC(OC(C)(C)C)=O)(F)F (tert-butyl (S)-1-((R)-2,2,2-trifluoro-1-(6-hydrazinylpyridin-3-yl)ethyl)pyrrolidin-3-ylcarbamate), C(C)(=O)O.C(C)(=O)O.I(=O)C1=CC=CC=C1 (iodosobenzene diacetate), C([O-])(O)=O.[Na+] (sodium bicarbonate), C(C)(=O)OCCOC=1C=CC=C2C=CC(=NC12)C (2-(2-methylquinolin-8-yloxy)ethyl acetate), C(C)O (ethanol). Run in C(C)(=O)OCC (Ethyl acetate). Run at time 12 hour. The product is C(C)(=O)OCCOC=1C=CC=C2C=CC(=NC12)C1=NN=C2N1C=C(C=C2)[C@H](C(F)(F)F)N2C[C@H](CC2)NC(=O)OC(C)(C)C (2-(2-(6-((R)-1-((S)-3-(tert-butoxycarbonylamino)pyrrolidin-1-yl)-2,2,2-trifluoroethyl)-[1,2,4]triazolo[4,3-a]pyridin-3-yl)quinolin-8-yloxy)ethyl acetate). The yield is 63.7%. Reaction SMILES: [F:1][C:2]([F:26])([F:25])[C@H:3]([N:12]1[CH2:16][CH2:15][C@H:14]([NH:17][C:18](=[O:24])[O:19][C:20]([CH3:23])([CH3:22])[CH3:21])[CH2:13]1)[C:4]1[CH:5]=[N:6][C:7]([NH:10][NH2:11])=[CH:8][CH:9]=1.[C:27]([O:30][CH2:31][CH2:32][O:33][C:34]1[CH:35]=[CH:36][CH:37]=[C:38]2[C:43]=1[N:42]=[C:41]([CH3:44])[CH:40]=[CH:39]2)(=[O:29])[CH3:28].C(O)C.C(O)(=O)C.C(O)(=O)C.I(C1C=CC=CC=1)=O.C(=O)(O)[O-].[Na+]>C(OCC)(=O)C>[C:27]([O:30][CH2:31][CH2:32][O:33][C:34]1[CH:35]=[CH:36][CH:37]=[C:38]2[C:43]=1[N:42]=[C:41]([C:44]1[N:6]3[CH:5]=[C:4]([C@@H:3]([N:12]4[CH2:16][CH2:15][C@H:14]([NH:17][C:18]([O:19][C:20]([CH3:22])([CH3:23])[CH3:21])=[O:24])[CH2:13]4)[C:2]([F:25])([F:1])[F:26])[CH:9]=[CH:8][C:7]3=[N:10][N:11]=1)[CH:40]=[CH:39]2)(=[O:29])[CH3:28] |f:3.4.5,6.7|. Reported procedure: A solution of tert-butyl (S)-1-((R)-2,2,2-trifluoro-1-(6-hydrazinylpyridin-3-yl)ethyl)pyrrolidin-3-ylcarbamate (0.48 g, 1.2 mmol) and 2-(2-methylquinolin-8-yloxy)ethyl acetate (0.30 g, 1.2 mmol) in ethanol (5.8 mL, 1.2 mmol) was allowed to stir at ambient temperature for 12 hours. The solvent was removed under reduced pressure. The residue was dissolved in dichloromethane (5.8 mL) and iodosobenzene diacetate (0.41 g, 1.3 mmol) was added. The reaction mixture was stirred at ambient temperature fo...